Dataset: the Open Reaction Database (ORD), a public repository of structured organic reaction records. Task: describe an organic reaction: reactants, conditions, products, and yield Reactants: C1CCOC1, C[Si](C)(C)[O-], CCOC(C)=O, COC(=O)C(C)(C)c1ccc2c(c1)[nH]c1ccc(Cl)cc12, Cl, [K+]. The product is CC(C)(C(=O)O)c1ccc2c(c1)[nH]c1ccc(Cl)cc12. Reaction SMILES: [CH2:29]1[O:30][CH2:31][CH2:32][CH2:33]1.[CH3:22][Si:23]([CH3:24])([CH3:25])[O-:26].[CH3:34][CH2:35][O:36][C:37]([CH3:38])=[O:39].[Cl:1][c:2]1[cH:3][c:4]2[c:5]3[cH:6][cH:7][c:8]([C:15]([C:16](=[O:17])[O:18][CH3:19])([CH3:20])[CH3:21])[cH:9][c:10]3[nH:11][c:12]2[cH:13][cH:14]1.[ClH:28].[K+:27]>>[Cl:1][c:2]1[cH:3][c:4]2[c:5]3[cH:6][cH:7][c:8]([C:15]([C:16](=[O:17])[OH:18])([CH3:20])[CH3:21])[cH:9][c:10]3[nH:11][c:12]2[cH:13][cH:14]1. Starting materials: C(C)OC(C1=CC(=CC=C1)SC1=C(NC2=CC(=CC=C12)Cl)C)=O (3-(6-Chloro-2-methyl-1H-indol-3-ylsulfanyl)-benzoic acid ethyl ester), BrC=1C=NN(C1)C1=CC=C(C=C1)C (4-bromo-1-p-tolyl-1H-pyrazole). Yields the product C(C)OC(C1=CC(=CC=C1)SC1=C(N(C2=CC(=CC=C12)Cl)C=1C=NN(C1)C1=CC=C(C=C1)C)C)=O (3-[6-Chloro-2-methyl-1-(1-p-tolyl-1H-pyrazol-4-yl)-1H-indol-3-ylsulfanyl]-benzoic acid ethyl ester). As a reaction SMILES: [CH2:1]([O:3][C:4](=[O:23])[C:5]1[CH:10]=[CH:9][CH:8]=[C:7]([S:11][C:12]2[C:20]3[C:15](=[CH:16][C:17]([Cl:21])=[CH:18][CH:19]=3)[NH:14][C:13]=2[CH3:22])[CH:6]=1)[CH3:2].Br[C:25]1[CH:26]=[N:27][N:28]([C:30]2[CH:35]=[CH:34][C:33]([CH3:36])=[CH:32][CH:31]=2)[CH:29]=1>>[CH2:1]([O:3][C:4](=[O:23])[C:5]1[CH:10]=[CH:9][CH:8]=[C:7]([S:11][C:12]2[C:20]3[C:15](=[CH:16][C:17]([Cl:21])=[CH:18][CH:19]=3)[N:14]([C:25]3[CH:26]=[N:27][N:28]([C:30]4[CH:35]=[CH:34][C:33]([CH3:36])=[CH:32][CH:31]=4)[CH:29]=3)[C:13]=2[CH3:22])[CH:6]=1)[CH3:2]. Procedure details: Prepared according to the procedure described in Example 55, Step 2 using the following starting materials: 3-(6-Chloro-2-methyl-1H-indol-3-ylsulfanyl)-benzoic acid ethyl ester and 4-bromo-1-p-tolyl-1H-pyrazole. Starting materials: C(C=C)N(C1CCCCC1)C1=C2NC=NC2=NC=N1 (6-[N-allyl-N-cyclohexylamino)-purine), O1CC1C (1,2-epoxypropane), compound, C([O-])([O-])=O.[K+].[K+] (potassium carbonate). The solvent is CS(=O)C (dimethyl sulphoxide). Reaction conditions: time 10 minute. The product is C(C=C)N(C1CCCCC1)C1=C2N=CN(C2=NC=N1)CC(C)O (6-(N-Allyl-N-cyclohexylamino)-9-(2-hydroxypropyl)-purine). Reaction SMILES: [CH2:1]([N:4]([C:11]1[N:19]=[CH:18][N:17]=[C:16]2[C:12]=1[NH:13][CH:14]=[N:15]2)[CH:5]1[CH2:10][CH2:9][CH2:8][CH2:7][CH2:6]1)[CH:2]=[CH2:3].C(=O)([O-])[O-].[K+].[K+].[O:26]1[CH:28]([CH3:29])[CH2:27]1>CS(C)=O>[CH2:1]([N:4]([C:11]1[N:19]=[CH:18][N:17]=[C:16]2[C:12]=1[N:13]=[CH:14][N:15]2[CH2:27][CH:28]([OH:26])[CH3:29])[CH:5]1[CH2:6][CH2:7][CH2:8][CH2:9][CH2:10]1)[CH:2]=[CH2:3] |f:1.2.3|. Procedure: To a solution of 12.8 g. (50 mmole) 6-[N-allyl-N-cyclohexylamino)-purine (compound of Example 8 j) in 150 ml. dimethyl sulphoxide are added at 40° C. 7.6 g. potassium carbonate. The reaction mixture is stirred for 10 minutes, cooled to ambient temperature, 5.8 g. 1,2-epoxypropane are added dropwise thereto, the reaction mixture is stirred for 5 days at ambient temperature and evaporated and the residue chromatographed on silica gel (elution agent: dichloromethane/methanol 97:3 v/v). After tritur... The reactants are ClC1=C(C=CC(=C1)OC)C(C#N)C(=O)C1=CC(=NC=C1)C (2-(2-Chloro-4-methoxy-phenyl)-3-(2-methyl-pyridin-4-yl)-3-oxo-propionitrile). Run in Br (HBr). Yields the product ClC1=C(C=CC(=C1)O)CC(=O)C1=CC(=NC=C1)C (2-(2-Chloro-4-hydroxy-phenyl)-1-(2-methyl-pyridin-4-yl)-ethanone). As a reaction SMILES: [Cl:1][C:2]1[CH:7]=[C:6]([O:8]C)[CH:5]=[CH:4][C:3]=1[CH:10]([C:13]([C:15]1[CH:20]=[CH:19][N:18]=[C:17]([CH3:21])[CH:16]=1)=[O:14])C#N>Br>[Cl:1][C:2]1[CH:7]=[C:6]([OH:8])[CH:5]=[CH:4][C:3]=1[CH2:10][C:13]([C:15]1[CH:20]=[CH:19][N:18]=[C:17]([CH3:21])[CH:16]=1)=[O:14]. Procedure details: 2-(2-Chloro-4-methoxy-phenyl)-3-(2-methyl-pyridin-4-yl)-3-oxo-propionitrile (1.2 g, 4.0 mmol) was suspended in aqueous HBr (48%, 12 mL) and heated to reflux overnight. Upon cooling, the precipitated yellow solid was filtered and dried. The product (420 mg, 40%) was used in the next step without further purification. 1H NMR (300 MHz, DMSO-D6) 8.84 (1H, d), 8.09 (1H, s), 7.97 (1H, d), 7.19 (1H, d), 6.85 (1H, d), 6.73 (1H, dd), 4.49 (2H, s), 2.69 (3H, s); MS (m/e)=262.0 [MH+]. Reaction SMILES: [Si:1]([O:8][C@H:9]1[C@@H:13]([O:14][Si:15]([C:18]([CH3:21])([CH3:20])[CH3:19])([CH3:17])[CH3:16])[C@H:12]([N:22]2[CH:27]=[CH:26][C:25](=[O:28])[N:24]([CH2:29][C:30]3[CH:35]=[CH:34][C:33]([O:36][CH3:37])=[CH:32][CH:31]=3)[C:23]2=[O:38])[O:11][CH:10]1[C@H:39]([OH:72])[C@@H:40]([C:65]([O:67][C:68]([CH3:71])([CH3:70])[CH3:69])=[O:66])[NH:41][CH2:42][CH2:43][CH2:44][NH:45][C:46](=[O:64])[C@H:47]([C@@H:59]([OH:63])[CH:60]([CH3:62])[CH3:61])[NH:48]C(=O)OCC1C=CC=CC=1)([C:4]([CH3:7])([CH3:6])[CH3:5])([CH3:3])[CH3:2]>CO.[Pd]>[NH2:48][C@@H:47]([C@@H:59]([OH:63])[CH:60]([CH3:61])[CH3:62])[C:46]([NH:45][CH2:44][CH2:43][CH2:42][NH:41][C@@H:40]([C@H:39]([CH:10]1[C@@H:9]([O:8][Si:1]([C:4]([CH3:5])([CH3:6])[CH3:7])([CH3:2])[CH3:3])[C@@H:13]([O:14][Si:15]([C:18]([CH3:19])([CH3:20])[CH3:21])([CH3:16])[CH3:17])[C@H:12]([N:22]2[CH:27]=[CH:26][C:25](=[O:28])[N:24]([CH2:29][C:30]3[CH:35]=[CH:34][C:33]([O:36][CH3:37])=[CH:32][CH:31]=3)[C:23]2=[O:38])[O:11]1)[OH:72])[C:65]([O:67][C:68]([CH3:70])([CH3:71])[CH3:69])=[O:66])=[O:64]. Starting materials: [Si](C)(C)(C(C)(C)C)O[C@@H]1C(O[C@H]([C@@H]1O[Si](C)(C)C(C)(C)C)N1C(N(C(C=C1)=O)CC1=CC=C(C=C1)OC)=O)[C@@H]([C@H](NCCCNC([C@@H](NC(OCC1=CC=CC=C1)=O)[C@H](C(C)C)O)=O)C(=O)OC(C)(C)C)O (tert-butyl (5S,12S)-12-[(R)-[(3R,4R,5R)-3,4-bis{[tert-butyl(dimethyl)silyl]oxy}-5-(3-(4-methoxybenzyl)-2,4-dioxo-3,4-dihydro-1(2H)-pyrimidinyl)tetrahydro-2-furanyl](hydroxy)methyl]-5-[(1S)-1-hydroxy-2-methylpropyl]-3,6-dioxo-1-phenyl-2-oxa-4,7,11-triazatridecan-13-oate). Solvent: CO (methanol). Isolated yield 91.9%. Yields the product N[C@H](C(=O)NCCCN[C@H](C(=O)OC(C)(C)C)[C@@H](O)C1O[C@H]([C@@H]([C@@H]1O[Si](C)(C)C(C)(C)C)O[Si](C)(C)C(C)(C)C)N1C(N(C(C=C1)=O)CC1=CC=C(C=C1)OC)=O)[C@H](C(C)C)O (tert-butyl (2S,3R)-2-[(3-{[(2S,3S)-2-amino-3-hydroxy-4-methylpentanoyl]amino}propyl)amino]-3-[(3R,4R,5R)-3,4-bis{[tert-butyl(dimethyl)silyl]oxy}-5-(3-(4-methoxybenzyl)-2,4-dioxo-3,4-dihydro-1(2H)-pyrimidinyl)tetrahydro-2-furanyl]-3-hydroxypropanoate). Procedure details: tert-Butyl (5S,12S)-12-[(R)-[(3R,4R,5R)-3,4-bis{[tert-butyl(dimethyl)silyl]oxy}-5-(3-(4-methoxybenzyl)-2,4-dioxo-3,4-dihydro-1(2H)-pyrimidinyl)tetrahydro-2-furanyl](hydroxy)methyl]-5-[(1S)-1-hydroxy-2-methylpropyl]-3,6-dioxo-1-phenyl-2-oxa-4,7,11-triazatridecan-13-oate (208 mg, 0.2 mmol, obtained from Example 1) was hydrogenated in methanol (2 ml) using 10% palladium on carbon (42 mg) under atmospheric pressure to provide tert-butyl (2S,3R)-2-[(3-{[(2S,3S)-2-amino-3-hydroxy-4-methylpentanoyl]ami... The reagents and catalysts are [Pd] (palladium on carbon).